Dataset: the Open Reaction Database (ORD), a public repository of structured organic reaction records. Task: describe an organic reaction: reactants, conditions, products, and yield Reactants: Nc1ccc(I)cc1, CC(C)(C)OC(=O)N1CCNCC1. The product is CC(C)(C)OC(=O)N1CCN(c2ccc(N)cc2)CC1. RXN SMILES: [I:1][c:2]1[cH:3][cH:4][c:5]([NH2:6])[cH:7][cH:8]1.[N:9]1([C:15](=[O:16])[O:17][C:18]([CH3:19])([CH3:20])[CH3:21])[CH2:10][CH2:11][NH:12][CH2:13][CH2:14]1>>[c:2]1([N:12]2[CH2:11][CH2:10][N:9]([C:15](=[O:16])[O:17][C:18]([CH3:19])([CH3:20])[CH3:21])[CH2:14][CH2:13]2)[cH:3][cH:4][c:5]([NH2:6])[cH:7][cH:8]1. The product is C(CC)N1[S@](OCC1CCC)=O ((S)-3,4-dipropyl-1,2,3-oxathiazolidine 2-oxide). The yield is 79.0%. RXN SMILES: CN1CCOCC1.[CH2:8]([NH:11][C@H:12]([CH2:16][OH:17])[CH2:13][CH2:14][CH3:15])[CH2:9][CH3:10].[S:18](Cl)(Cl)=[O:19].O>ClCCl>[CH2:8]([N:11]1[CH:12]([CH2:13][CH2:14][CH3:15])[CH2:16][O:17][S@@:18]1=[O:19])[CH2:9][CH3:10]. Procedure: N-Methylmorpholine (27.3 mL) was added to a solution of (S)—N-propylnorvalinol (11.5 g) in dichloromethane (200 mL) under stirring at room temperature. A solution of thionyl chloride (9.32 mL) in dichloromethane (64 mL) was added dropwise to the resulting light yellow solution under ice-cooling and stirring. The resulting suspension was stirred at room temperature. Water was added to the suspension under ice-cooling and stirring, and the mixture was extracted with dichloromethane. The organic la... The reactants are S(=O)(Cl)Cl (thionyl chloride), O (Water), CN1CCOCC1 (N-Methylmorpholine), C(CC)N[C@@H](CCC)CO ((S)—N-propylnorvalinol). Solvent: ClCCl (dichloromethane), ClCCl (dichloromethane). Reactants: ClC1=CC(=C2C(=N1)NN=C2O)C (6-chloro-4-methyl-1H-pyrazolo-[3,4-b]pyridin-3-ol), CC1CCN(CC1)C(=O)Cl (4-methylpiperidine-1-carbonyl chloride). The product is CC1CCN(CC1)C(=O)OC1=NN(C2=NC(=CC(=C21)C)Cl)C(=O)N2CCC(CC2)C (6-Chloro-4-methyl-1-(4-methylpiperidine-1-carbonyl)-1H-pyrazolo[3,4-b]pyridin-3-yl 4-methylpiperidine-1-carboxylate). RXN SMILES: [Cl:1][C:2]1[N:7]=[C:6]2[NH:8][N:9]=[C:10]([OH:11])[C:5]2=[C:4]([CH3:12])[CH:3]=1.[CH3:13][CH:14]1[CH2:19][CH2:18][N:17]([C:20](Cl)=[O:21])[CH2:16][CH2:15]1>>[CH3:13][CH:14]1[CH2:19][CH2:18][N:17]([C:20]([O:11][C:10]2[C:5]3[C:6](=[N:7][C:2]([Cl:1])=[CH:3][C:4]=3[CH3:12])[N:8]([C:20]([N:17]3[CH2:18][CH2:19][CH:14]([CH3:13])[CH2:15][CH2:16]3)=[O:21])[N:9]=2)=[O:21])[CH2:16][CH2:15]1. Reported procedure: In analogy to example 1, 1.2 g (6.54 mmol) of 6-chloro-4-methyl-1H-pyrazolo-[3,4-b]pyridin-3-ol were reacted with 1.29 g (7.98 mmol) of 4-methylpiperidine-1-carbonyl chloride. Yield: 238 mg (8%), M+H+: 434.27. The reactants are COc1ccc(CCCBr)cc1OC, C1CCOC1, COc1ccc(C=O)cc1OC, [Cl-], I, [NH4+], O. The product is COc1ccc(CCCC(O)c2ccc(OC)c(OC)c2)cc1OC. As a reaction SMILES: [Br:2][CH2:3][CH2:4][CH2:5][c:6]1[cH:7][c:8]([O:14][CH3:15])[c:9]([O:12][CH3:13])[cH:10][cH:11]1.[CH2:30]1[O:31][CH2:32][CH2:33][CH2:34]1.[CH3:16][O:17][c:18]1[cH:19][cH:20][c:21]([CH:22]=[O:23])[cH:24][c:25]1[O:26][CH3:27].[Cl-:28].[I:1].[NH4+:29].[OH2:35]>>[CH2:3]([CH2:4][CH2:5][c:6]1[cH:7][c:8]([O:14][CH3:15])[c:9]([O:12][CH3:13])[cH:10][cH:11]1)[CH:22]([c:21]1[cH:20][cH:19][c:18]([O:17][CH3:16])[c:25]([O:26][CH3:27])[cH:24]1)[OH:23].